From a dataset of the Open Reaction Database (ORD), a public repository of structured organic reaction records. describe an organic reaction: reactants, conditions, products, and yield Reactants: BrC1=CC=2N(C(=C1)N)N=C(N2)C2=CC=CC=C2 (7-bromo-2-phenyl-[1,2,4]triazolo[1,5-a]pyridin-5-ylamine), N1CCOCC1 (morpholin), CS2CO3. The solvent is CN(C)C=O (DMF). Product: N1(CCOCC1)C1=CC=2N(C(=C1)N)N=C(N2)C2=CC=CC=C2 (7-Morpholin-4-yl-2-phenyl-[1,2,4]triazolo[1,5-a]pyridin-5-ylamine). Isolated yield 49.1%. Reaction SMILES: Br[C:2]1[CH:7]=[C:6]([NH2:8])[N:5]2[N:9]=[C:10]([C:12]3[CH:17]=[CH:16][CH:15]=[CH:14][CH:13]=3)[N:11]=[C:4]2[CH:3]=1.[NH:18]1[CH2:23][CH2:22][O:21][CH2:20][CH2:19]1>CN(C=O)C>[N:18]1([C:2]2[CH:7]=[C:6]([NH2:8])[N:5]3[N:9]=[C:10]([C:12]4[CH:17]=[CH:16][CH:15]=[CH:14][CH:13]=4)[N:11]=[C:4]3[CH:3]=2)[CH2:23][CH2:22][O:21][CH2:20][CH2:19]1. Reported procedure: A mixture of 40 mg (0.138 mmol) 7-bromo-2-phenyl-[1,2,4]triazolo[1,5-a]pyridin-5-ylamine, 241 μl (2.8 mmol) morpholin and 225 mg (0.69 mmol) CS2CO3 in 200 μl DMF was heated 20 h to 140° C. filtration and subsequent purification with reversed phase column chromatography with an acetonitrile/water gradient yielded 20 mg (49%) of the title compound, MS m/e M+H+ (100%). The solvent is CO (methanol). The product is O[C@H]1CC2C[C@H]([C@H]3[C@@H]4CC[C@H]([C@@H](CCCC(C)C)C)[C@]4([C@H](C[C@@H]3[C@]2(CC1)C)O)C)O (3α,7α,12α-trihydroxyl-cholestane). Starting materials: carboxylic acids, C[C@H](CCC(=O)O)[C@H]1CC[C@@H]2[C@@]1([C@H](C[C@H]3[C@H]2[C@@H](C[C@H]4[C@@]3(CC[C@H](C4)O)C)O)O)C (cholic acid), C(CC(C)C)(=O)O (isovaleric acid), C[O-].[Na+] (sodium methoxide). Conditions: time 24 hour. Reaction SMILES: [CH3:1][C@@H:2]([C@@H:8]1[C@@:12]2([CH3:29])[C@@H:13]([OH:28])[CH2:14][C@@H:15]3[C@@:20]4([CH3:26])[CH2:21][CH2:22][C@@H:23]([OH:25])[CH2:24][C@H:19]4[CH2:18][C@@H:17]([OH:27])[C@H:16]3[C@@H:11]2[CH2:10][CH2:9]1)[CH2:3][CH2:4][C:5](O)=O.[C:30](O)(=O)[CH2:31][CH:32](C)C.C[O-].[Na+]>CO.[Pt]>[OH:25][C@@H:23]1[CH2:22][CH2:21][C@@:20]2([CH3:26])[CH:19]([CH2:18][C@@H:17]([OH:27])[C@@H:16]3[C@@H:15]2[CH2:14][C@H:13]([OH:28])[C@@:12]2([CH3:29])[C@H:11]3[CH2:10][CH2:9][C@@H:8]2[C@H:2]([CH3:1])[CH2:3][CH2:4][CH2:5][CH:31]([CH3:32])[CH3:30])[CH2:24]1 |f:2.3|. Procedure details: The product was synthesized by the electrochemical oxidative decarboxylation of carboxylic acids (Kolbe electrolysis) according to a literature procedure (Bergström, S. and Krabisch, L., Acta Chem. Scand. 1957, 11, 1067). To a solution of cholic acid (10 g, 24.5 mmol) and isovaleric acid (70 mL, 644 mmol) in methanol (400 mL) was added sodium methoxide (2.5 g). The solution was placed in a beaker surrounded by ice. The electrolysis was run for 24 hours with 1.0 A between platinum electrodes. Aft... The reagents and catalysts are [Pt] (platinum). Starting materials: ClC1=C(C=CC=C1)C1=C(NC2=CC=C(C=C12)O)C (3-(2-chlorophenyl)-2-methyl-1H-indole-5-ol), C(C)OC(C(C)(C)Br)=O (2-bromo-2-methyl-propanoic acid ethylester). RXN SMILES: [Cl:1][C:2]1[CH:7]=[CH:6][CH:5]=[CH:4][C:3]=1[C:8]1[C:16]2[C:11](=[CH:12][CH:13]=[C:14]([OH:17])[CH:15]=2)[NH:10][C:9]=1[CH3:18].[CH2:19]([O:21][C:22](=[O:27])[C:23](Br)([CH3:25])[CH3:24])[CH3:20]>>[CH2:19]([O:21][C:22](=[O:27])[C:23]([O:17][C:14]1[CH:15]=[C:16]2[C:11](=[CH:12][CH:13]=1)[NH:10][C:9]([CH3:18])=[C:8]2[C:3]1[CH:4]=[CH:5][CH:6]=[CH:7][C:2]=1[Cl:1])([CH3:25])[CH3:24])[CH3:20]. Product: C(C)OC(C(C)(C)OC=1C=C2C(=C(NC2=CC1)C)C1=C(C=CC=C1)Cl)=O (2-[3-(2-Chloro-phenyl)-2-methyl-1H-indole-5-yloxy]2-methyl-propanoic acid ethylester). Procedure: The above compound was prepared from 3-(2-chlorophenyl)-2-methyl-1H-indole-5-ol and 2-bromo-2-methyl-propanoic acid ethylester analogously to Example 10. Reactants: N[C@H]([C@@H](CN(S(=O)(=O)C1=CC=C(C=C1)OC)OC(C)CC)O)CC1=CC=CC=C1 (N-[(2R,3S)-3-amino-2-hydroxy-4-phenylbutyl]-N-(sec-butoxy)-4-methoxybenzenesulfon-amide), C1CCOC1 (THF), O1C[C@H](CC1)OC(=O)ON1C(CCC1=O)=O (1-([(35)tetrahydro-3-furanyloxy]carbonyloxy)dihydro-1H-pyrrole-2,5-dione), C(C)(C)N(CC)C(C)C (diisopropylethylamine). Run at time 20 hour. Product: C(C1=CC=CC=C1)[C@@H]([C@H](C(OC(C)CC)NS(=O)(=O)C1=CC=C(C=C1)OC)O)NC(O[C@@H]1COCC1)=O ((3S)tetrahydro-3-furanyl N-((1S,2R)-1-benzyl-3-sec-butoxy[(4-methoxyphenyl)sulfonyl]amino-2-hydroxypropyl)carbamate). As a reaction SMILES: [NH2:1][C@@H:2]([CH2:23][C:24]1[CH:29]=[CH:28][CH:27]=[CH:26][CH:25]=1)[C@H:3]([OH:22])[CH2:4][N:5](OC(CC)C)[S:6]([C:9]1[CH:14]=[CH:13][C:12]([O:15][CH3:16])=[CH:11][CH:10]=1)(=[O:8])=[O:7].[O:30]1[CH2:34][CH2:33][C@H:32]([O:35][C:36]([O:38]N2C(=O)CCC2=O)=O)[CH2:31]1.[CH:46](N(C(C)C)CC)(C)C.[CH2:55]1C[O:58][CH2:57][CH2:56]1>>[CH2:23]([C@H:2]([NH:1][C:36](=[O:38])[O:35][C@H:32]1[CH2:33][CH2:34][O:30][CH2:31]1)[C@@H:3]([OH:22])[CH:4]([NH:5][S:6]([C:9]1[CH:14]=[CH:13][C:12]([O:15][CH3:16])=[CH:11][CH:10]=1)(=[O:7])=[O:8])[O:58][CH:57]([CH2:56][CH3:55])[CH3:46])[C:24]1[CH:25]=[CH:26][CH:27]=[CH:28][CH:29]=1. Reported procedure: N-[(2R,3S)-3-amino-2-hydroxy-4-phenylbutyl]-N-(sec-butoxy)-4-methoxybenzenesulfon-amide (0.12 mmol, 50 mg), 1-([(35)tetrahydro-3-furanyloxy]carbonyloxy)dihydro-1H-pyrrole-2,5-dione (0.12 mmol, 29 mg), diisopropylethylamine (0.18 mmol, 0.031 mL) and anhydrous THF (1 mL) were combined and stirred at room temperature for 20 hours. The reaction product was concentrated to a residue, purified directly by silica gel chromatography (2:1 hexanes/ethyl acetate) and crystallized from diethyl ether providi... The reactants are CC(C)(C)OC(=O)NCCN, [BH3-]C#N, CC(=O)O, CO, [Na+], CC(C=O)c1ccccc1. Product: CC(CNCCNC(=O)OC(C)(C)C)c1ccccc1. Reaction SMILES: [C:1]([CH3:2])([CH3:3])([CH3:4])[O:5][C:6]([NH:7][CH2:8][CH2:9][NH2:10])=[O:11].[C:26]([BH3-:27])#[N:28].[CH3:22][C:23](=[O:24])[OH:25].[CH3:30][OH:31].[Na+:29].[c:12]1([CH:18]([CH:19]=[O:20])[CH3:21])[cH:13][cH:14][cH:15][cH:16][cH:17]1>>[C:1]([CH3:2])([CH3:3])([CH3:4])[O:5][C:6]([NH:7][CH2:8][CH2:9][NH:10][CH2:19][CH:18]([c:12]1[cH:13][cH:14][cH:15][cH:16][cH:17]1)[CH3:21])=[O:11]. Starting materials: CCOC(=O)c1nc2c(s1)CCOc1ccc(Br)cc1-2, C1CCOC1, [Li+], [OH-], O. Product: O=C(O)c1nc2c(s1)CCOc1ccc(Br)cc1-2. RXN SMILES: [CH2:1]([CH3:2])[O:3][C:4](=[O:5])[c:6]1[s:7][c:8]2[c:14]([n:15]1)-[c:13]1[c:12]([cH:19][cH:18][c:17]([Br:20])[cH:16]1)[O:11][CH2:10][CH2:9]2.[CH2:23]1[O:24][CH2:25][CH2:26][CH2:27]1.[Li+:22].[OH-:21].[OH2:28]>>[O:3]=[C:4]([OH:5])[c:6]1[s:7][c:8]2[c:14]([n:15]1)-[c:13]1[c:12]([cH:19][cH:18][c:17]([Br:20])[cH:16]1)[O:11][CH2:10][CH2:9]2. As a reaction SMILES: [Br:1][c:2]1[cH:3][c:4]2[c:5]([n:6][c:7]([S:11][CH3:12])[n:8][c:9]2[CH3:10])[nH:13][c:14]1=[O:15].[C:27](=[O:28])([O-:29])[O-:30].[CH3:16][O:17][c:18]1[cH:19][cH:20][c:21]([B:24]([OH:25])[OH:26])[cH:22][n:23]1.[K+:31].[K+:32].[O:33]=[CH:34][N:35]([CH3:36])[CH3:37]>>[c:2]1(-[c:21]2[cH:20][cH:19][c:18]([O:17][CH3:16])[n:23][cH:22]2)[cH:3][c:4]2[c:5]([n:6][c:7]([S:11][CH3:12])[n:8][c:9]2[CH3:10])[nH:13][c:14]1=[O:15]. Reactants: CSc1nc(C)c2cc(Br)c(=O)[nH]c2n1, O=C([O-])[O-], COc1ccc(B(O)O)cn1, [K+], [K+], CN(C)C=O. The product is COc1ccc(-c2cc3c(C)nc(SC)nc3[nH]c2=O)cn1. Starting materials: NC1=NNC=C1C(=O)C=1OC=CC1 ((3-amino-1H-pyrazol-4-yl)-2-furanylmethanone), 1-phenyl-1-propynone, C1(=CC=C(C=C1)S(=O)(=O)O)C (p-toluenesulfonic acid), C(C)O (ethanol). Yields the product O1C(=CC=C1)C(=O)C=1C=NN2C1N=CC=C2C2=CC=CC=C2 (2-Furanyl(7-phenylpyrazolo[1,5-a]pyrimidin-3-yl)methanone). Reaction SMILES: [NH2:1][C:2]1[C:6]([C:7]([C:9]2[O:10][CH:11]=[CH:12][CH:13]=2)=[O:8])=[CH:5][NH:4][N:3]=1.[C:14]1([CH3:24])[CH:19]=[CH:18][C:17](S(O)(=O)=O)=[CH:16][CH:15]=1.[CH2:25](O)[CH3:26]>>[O:10]1[CH:11]=[CH:12][CH:13]=[C:9]1[C:7]([C:6]1[CH:5]=[N:4][N:3]2[C:24]([C:14]3[CH:19]=[CH:18][CH:17]=[CH:16][CH:15]=3)=[CH:26][CH:25]=[N:1][C:2]=12)=[O:8]. Reported procedure: A mixture of 0.86 g of (3-amino-1H-pyrazol-4-yl)-2-furanylmethanone and 0.63 g of 1-phenyl-1-propynone in 25 ml of ethanol with a catalytic amount of p-toluenesulfonic acid was heated on a steam bath for 1.5 hours. The mixture was chilled and then filtered giving 1.0 g of yellow solid. This solid was dissolved in a small amount of dichloromethane and placed on a silica gel column. The column was eluted with ethyl acetate:hexane (1:20) with a gradual change to ethyl acetate:hexane (2:5) as eluent... Starting materials: CC1COCCN1, CN(C)C=O, CCN(C(C)C)C(C)C, Cn1c(Cl)nc(-c2ccnc(-c3ccccc3)n2)cc1=O, Cl, O. The product is CC1COCCN1c1nc(-c2ccnc(-c3ccccc3)n2)cc(=O)n1C. Reaction SMILES: [CH3:23][CH:24]1[CH2:25][O:26][CH2:27][CH2:28][NH:29]1.[CH3:40][N:41]([CH3:42])[CH:43]=[O:44].[CH:30]([N:31]([CH:32]([CH3:33])[CH3:34])[CH2:35][CH3:36])([CH3:37])[CH3:38].[Cl:1][c:2]1[n:3]([CH3:21])[c:4](=[O:20])[cH:5][c:6](-[c:8]2[n:9][c:10](-[c:14]3[cH:15][cH:16][cH:17][cH:18][cH:19]3)[n:11][cH:12][cH:13]2)[n:7]1.[ClH:22].[OH2:39]>>[c:2]1([N:29]2[CH:24]([CH3:23])[CH2:25][O:26][CH2:27][CH2:28]2)[n:3]([CH3:21])[c:4](=[O:20])[cH:5][c:6](-[c:8]2[n:9][c:10](-[c:14]3[cH:15][cH:16][cH:17][cH:18][cH:19]3)[n:11][cH:12][cH:13]2)[n:7]1.